describe an organic reaction: reactants, conditions, products, and yield From a dataset of the Open Reaction Database (ORD), a public repository of structured organic reaction records. The reactants are C1(=CC=CC=C1)CCCOC1=CC=C(C=O)C=C1 (p-(3-phenylpropoxy)benzaldehyde), Cl.NO (hydroxylamine hydrochloride), [OH-].[Na+] (sodium hydroxide). Solvent: CO (methanol). Reaction conditions: time 1 hour. Product: C1(=CC=CC=C1)CCCOC1=CC=C(C=NO)C=C1 (p-(3-phenylpropoxy)benzaldehyde oxime). Isolated yield 94.1%. Reaction SMILES: [C:1]1([CH2:7][CH2:8][CH2:9][O:10][C:11]2[CH:18]=[CH:17][C:14]([CH:15]=O)=[CH:13][CH:12]=2)[CH:6]=[CH:5][CH:4]=[CH:3][CH:2]=1.Cl.[NH2:20][OH:21].[OH-].[Na+]>CO>[C:1]1([CH2:7][CH2:8][CH2:9][O:10][C:11]2[CH:18]=[CH:17][C:14]([CH:15]=[N:20][OH:21])=[CH:13][CH:12]=2)[CH:6]=[CH:5][CH:4]=[CH:3][CH:2]=1 |f:1.2,3.4|. Procedure: A solution of 750 mg of p-(3-phenylpropoxy)benzaldehyde and 2.3 g of hydroxylamine hydrochloride in 20 ml of methanol was adjusted to pH 8 by addition of 10% sodium hydroxide under cooling. The mixture was stirred for 1 hour and, then, the methanol was evaporated. Water was added to the residue, and the product was extracted with ethyl acetate. The ethyl acetate layer was washed with water and saturated aqueous solution of sodium chloride, dried over anhydrous sodium sulfate and concentrated to ...